From a dataset of the Open Reaction Database (ORD), a public repository of structured organic reaction records. describe an organic reaction: reactants, conditions, products, and yield The reactants are CS(=O)(=O)Cl, CCN(C(C)C)C(C)C, ClCCl, O=C(O)C(F)(F)F, NCC#Cc1cc(C(O)(C(F)(F)F)C(F)(F)F)ccc1N1CCN(S(=O)(=O)c2cccs2)CC1. The product is CS(=O)(=O)NCC#Cc1cc(C(O)(C(F)(F)F)C(F)(F)F)ccc1N1CCN(S(=O)(=O)c2cccs2)CC1. As a reaction SMILES: [CH3:51][S:52]([Cl:53])(=[O:54])=[O:55].[CH:42]([N:43]([CH:44]([CH3:45])[CH3:46])[CH2:47][CH3:48])([CH3:49])[CH3:50].[Cl:56][CH2:57][Cl:58].[F:1][C:2]([F:3])([F:4])[C:5]([OH:6])=[O:7].[NH2:8][CH2:9][C:10]#[C:11][c:12]1[cH:13][c:14]([C:32]([C:33]([F:34])([F:35])[F:36])([C:37]([F:38])([F:39])[F:40])[OH:41])[cH:15][cH:16][c:17]1[N:18]1[CH2:19][CH2:20][N:21]([S:24](=[O:25])(=[O:26])[c:27]2[s:28][cH:29][cH:30][cH:31]2)[CH2:22][CH2:23]1>>[NH:8]([CH2:9][C:10]#[C:11][c:12]1[cH:13][c:14]([C:32]([C:33]([F:34])([F:35])[F:36])([C:37]([F:38])([F:39])[F:40])[OH:41])[cH:15][cH:16][c:17]1[N:18]1[CH2:19][CH2:20][N:21]([S:24](=[O:25])(=[O:26])[c:27]2[s:28][cH:29][cH:30][cH:31]2)[CH2:22][CH2:23]1)[S:52]([CH3:51])(=[O:54])=[O:55]. Reactants: N1=CC(=CC2=CC=CC=C12)C(=O)Cl (3-quinolinecarbonyl chloride), [Al+3].[Cl-].[Cl-].[Cl-] (AlCl3), solution, [OH-].[Na+] (sodium hydroxide), CN1C(CCCC1)CN1C=CC2=CC=CC=C12 ((N-Methyl-2-piperidinyl)methyl-1H-indole). Solvent: C(Cl)Cl (methylene chloride), C(Cl)Cl (methylene chloride), C(Cl)Cl (methylene chloride). Conditions: time 30 minute. Product: CN1C(CCCC1)CN1C=C(C2=CC=CC=C12)C(=O)C=1C=NC2=CC=CC=C2C1 (1-(N-Methyl-2-piperidinyl)methyl-3-(3-quinolinecarbonyl)-1H-indole). Reaction SMILES: [Al+3].[Cl-].[Cl-].[Cl-].[N:5]1[C:14]2[C:9](=[CH:10][CH:11]=[CH:12][CH:13]=2)[CH:8]=[C:7]([C:15](Cl)=[O:16])[CH:6]=1.[CH3:18][N:19]1[CH2:24][CH2:23][CH2:22][CH2:21][CH:20]1[CH2:25][N:26]1[C:34]2[C:29](=[CH:30][CH:31]=[CH:32][CH:33]=2)[CH:28]=[CH:27]1.[OH-].[Na+]>C(Cl)Cl>[CH3:18][N:19]1[CH2:24][CH2:23][CH2:22][CH2:21][CH:20]1[CH2:25][N:26]1[C:34]2[C:29](=[CH:30][CH:31]=[CH:32][CH:33]=2)[C:28]([C:15]([C:7]2[CH:6]=[N:5][C:14]3[C:9]([CH:8]=2)=[CH:10][CH:11]=[CH:12][CH:13]=3)=[O:16])=[CH:27]1 |f:0.1.2.3,6.7|. Procedure: To the suspension of 200 mg (1.5 mmol) of anhydrous AlCl3 in 8 ml absolute methylene chloride was added 287.4 mg (1.5 mmol) 3-quinolinecarbonyl chloride in 5 ml methylene chloride and the reaction mixture was stirred 30 min at room 22–25° C. The (N-Methyl-2-piperidinyl)methyl-1H-indole 228.3 mg (1.0 mmol) in 5 ml of methylene chloride was added by dropwise during 1.5 h and the mixture stirred 36 h. The reaction was work-up by addition of 20 ml 2M solution of sodium hydroxide and extracted by eth... The reactants are Cc1ccc(S(=O)(=O)OCC2Cc3cc(C)cc(-c4c(C)cccc4C)c3O2)cc1, CN, Cl. Yields the product CNCC1Cc2cc(C)cc(-c3c(C)cccc3C)c2O1. RXN SMILES: [CH3:2][c:3]1[cH:4][cH:5][c:6]([S:7]([O:8][CH2:13][CH:14]2[O:15][c:16]3[c:17]([cH:19][c:20]([CH3:31])[cH:21][c:22]3-[c:23]3[c:24]([CH3:30])[cH:25][cH:26][cH:27][c:28]3[CH3:29])[CH2:18]2)(=[O:9])=[O:10])[cH:11][cH:12]1.[CH3:32][NH2:33].[ClH:1]>>[CH2:13]([CH:14]1[O:15][c:16]2[c:17]([cH:19][c:20]([CH3:31])[cH:21][c:22]2-[c:23]2[c:24]([CH3:30])[cH:25][cH:26][cH:27][c:28]2[CH3:29])[CH2:18]1)[NH:33][CH3:32].